This data is from the Open Reaction Database (ORD), a public repository of structured organic reaction records. The task is: describe an organic reaction: reactants, conditions, products, and yield Reactants: OC1=CC=2C=C3N(C2C=C1)CCC3CC(=O)OC(C)(C)C (tert-butyl 2-(7-hydroxy-2,3-dihydro-1H-pyrrolo[1,2-a]indol-1-yl)acetate), C(=O)([O-])[O-].[Cs+].[Cs+] (Cs2CO3), BrCC1=CC(=C(C=C1)Cl)C(F)(F)F (4-(bromomethyl)-1-chloro-2-(trifluoromethyl)benzene). The solvent is CN(C)C=O (DMF). Reaction conditions: temperature 60 celsius, time 16 hour. Yields the product ClC1=C(C=C(COC2=CC=3C=C4N(C3C=C2)CCC4CC(=O)OC(C)(C)C)C=C1)C(F)(F)F (tert-Butyl 2-(7-(4-Chloro-3-(trifluoromethyl)benzyloxy)-2,3-dihydro-1H-pyrrolo[1,2-a]indol-1-yl)acetate). Yield: 54.7%. As a reaction SMILES: [OH:1][C:2]1[CH:10]=[CH:9][C:8]2[N:7]3[CH2:11][CH2:12][CH:13]([CH2:14][C:15]([O:17][C:18]([CH3:21])([CH3:20])[CH3:19])=[O:16])[C:6]3=[CH:5][C:4]=2[CH:3]=1.C([O-])([O-])=O.[Cs+].[Cs+].Br[CH2:29][C:30]1[CH:35]=[CH:34][C:33]([Cl:36])=[C:32]([C:37]([F:40])([F:39])[F:38])[CH:31]=1>CN(C=O)C>[Cl:36][C:33]1[CH:34]=[CH:35][C:30]([CH2:29][O:1][C:2]2[CH:10]=[CH:9][C:8]3[N:7]4[CH2:11][CH2:12][CH:13]([CH2:14][C:15]([O:17][C:18]([CH3:21])([CH3:20])[CH3:19])=[O:16])[C:6]4=[CH:5][C:4]=3[CH:3]=2)=[CH:31][C:32]=1[C:37]([F:38])([F:39])[F:40] |f:1.2.3|. Procedure details: To a solution of tert-butyl 2-(7-hydroxy-2,3-dihydro-1H-pyrrolo[1,2-a]indol-1-yl)acetate (0.053 g, 0.183 mmol) in DMF (1 mL) was added Cs2CO3 (0.0.071 g, 0.219 mmol) followed by 4-(bromomethyl)-1-chloro-2-(trifluoromethyl)benzene (0.050 g, 0.183 mmol). The reaction was stirred at 60° C. for 16 h. The mixture was filtered. The filtrate was concentrated under vacuum and purified by silica gel column chromatography to give the title compound as a white solid (0.048 g). LCMS m/z=480.4 [M+H]+; 1H NMR... Solvent: C(Cl)Cl (DCM). Conditions: temperature 120 celsius. As a reaction SMILES: [NH:1]1[CH2:6][CH2:5][CH2:4][C@@H:3]([NH:7][C:8](=[O:14])[O:9][C:10]([CH3:13])([CH3:12])[CH3:11])[CH2:2]1.[F:15][C:16]1[CH:21]=[CH:20][CH:19]=[CH:18][C:17]=1B(O)O.O.[C:26]([OH:30])(=[O:29])[CH:27]=O.C(O)(C(F)(F)F)C(F)(F)F>C(Cl)Cl>[C:10]([O:9][C:8]([NH:7][C@@H:3]1[CH2:4][CH2:5][CH2:6][N:1]([CH:27]([C:17]2[CH:18]=[CH:19][CH:20]=[CH:21][C:16]=2[F:15])[C:26]([OH:30])=[O:29])[CH2:2]1)=[O:14])([CH3:11])([CH3:13])[CH3:12] |f:2.3|. Starting materials: N1C[C@@H](CCC1)NC(OC(C)(C)C)=O (tert-Butyl (3R)-piperidin-3-ylcarbamate), C(C(F)(F)F)(C(F)(F)F)O (HFIP), FC1=C(C=CC=C1)B(O)O ((2-fluorophenyl)boronic acid), O.C(C=O)(=O)O (glyoxilic acid monohydrate). The product is C(C)(C)(C)OC(=O)N[C@H]1CN(CCC1)C(C(=O)O)C1=C(C=CC=C1)F (2-((R)-3-(tert-butoxycarbonylamino)piperidin-1-yl)-2-(2-fluorophenyl)acetic acid). Procedure details: tert-Butyl (3R)-piperidin-3-ylcarbamate (0.1 g, 0.499 mmol), (2-fluorophenyl)boronic acid (0.070 g, 0.499 mmol) and glyoxilic acid monohydrate (0.045 g, 0.499 mmol) were taken up in DCM (2.25 mL)/HFIP (0.25 mL) in a 5 mL microwave vial. The reaction mixture was heated to 120° C. for 15 minutes under microwave irradiation. The solvent was removed in vacuo to give 2-((R)-3-(tert-butoxycarbonylamino)piperidin-1-yl)-2-(2-fluorophenyl)acetic acid as a 1:1 mixture of diastereoisomers.